This data is from the Open Reaction Database (ORD), a public repository of structured organic reaction records. The task is: describe an organic reaction: reactants, conditions, products, and yield Reactants: C(C)OC(C(=O)C=1SC(=CC1)OC)=O (5-methoxy-2-thiopheneglyoxylic acid ethyl ester). Run in [OH-].[K+] (KOH), CO (methanol), O (water). Yields the product COC1=CC=C(S1)C(C(=O)O)=O (5-methoxy-2-thiopheneglyoxylic acid). As a reaction SMILES: C([O:3][C:4](=[O:14])[C:5]([C:7]1[S:8][C:9]([O:12][CH3:13])=[CH:10][CH:11]=1)=[O:6])C>[OH-].[K+].CO.O>[CH3:13][O:12][C:9]1[S:8][C:7]([C:5](=[O:6])[C:4]([OH:14])=[O:3])=[CH:11][CH:10]=1 |f:1.2|. Procedure: The latter ester (25 g) is stirred in 500 ml of 5% aqueous KOH in methanol (250 ml H2O, 250 ml CH3OH, 25 g KOH) at room temperature for about 2 hr. The mixture is diluted with water and extracted several times with ether to remove all neutral material. The aqueous fraction is cooled with crushed ice, acidified with 10% HCl and extracted with ether. The ether extract is washed with water and brine, dried (MgSO4) and concentrated to give 5-methoxy-2-thiopheneglyoxylic acid (3; X1 = CH3O, X2 and X3... Reactants: BrC1=CN=C(S1)N1CC(NCCC1)=O (4-(5-Bromo-1,3-thiazol-2-yl)-1,4-diazepan-2-one), BrC1=CN=C(S1)N1CC(NCCC1)=O (4-(5-Bromo-1,3-thiazol-2-yl)-1,4-diazepan-2-one), NC=1C=C(C=C(C1)[N+](=O)[O-])B(O)O ((3-amino-5-nitrophenyl)boronic acid), tetrakis-(triphenylphosphine)palladium(0), C([O-])([O-])=O.[Na+].[Na+] (sodium carbonate). Run in COCCOC (1,2-dimethoxyethane). Conditions: temperature 100 celsius, time 18 hour. Yields the product NC=1C=C(C=C(C1)[N+](=O)[O-])C1=CN=C(S1)N1CC(NCCC1)=O (4-[5-(3-amino-5-nitrophenyl)-1,3-thiazol-2-yl]-1,4-diazepan-2-one). Yield: 24.9%. RXN SMILES: Br[C:2]1[S:6][C:5]([N:7]2[CH2:13][CH2:12][CH2:11][NH:10][C:9](=[O:14])[CH2:8]2)=[N:4][CH:3]=1.[NH2:15][C:16]1[CH:17]=[C:18](B(O)O)[CH:19]=[C:20]([N+:22]([O-:24])=[O:23])[CH:21]=1.C(=O)([O-])[O-].[Na+].[Na+]>COCCOC>[NH2:15][C:16]1[CH:17]=[C:18]([C:2]2[S:6][C:5]([N:7]3[CH2:13][CH2:12][CH2:11][NH:10][C:9](=[O:14])[CH2:8]3)=[N:4][CH:3]=2)[CH:19]=[C:20]([N+:22]([O-:24])=[O:23])[CH:21]=1 |f:2.3.4|. Procedure details: 4-(5-Bromo-1,3-thiazol-2-yl)-1,4-diazepan-2-one (Step 5 of Intermediate XX, 1.96 g, 7.10 mmol), (3-amino-5-nitrophenyl)boronic acid (1.291 g, 7.10 mmol), tetrakis-(triphenylphosphine)palladium(0) (0.410 g, 0.355 mmol), 1,2-dimethoxyethane (42 mL) and 2M aqueous sodium carbonate (10.65 mL, 21.29 mmol) were successively introduced in a high pressure reaction vessel. The headspace was flushed with nitrogen, the vessel capped and the mixture was stirred at 100° C. for 18 h. The reaction was then coo...